This data is from the Open Reaction Database (ORD), a public repository of structured organic reaction records. The task is: describe an organic reaction: reactants, conditions, products, and yield Reactants: CC#CCO, CS(=O)(=O)c1nsc(C2CCCCC2)n1, CN(C)C=O, [H-], [Na+]. Product: CC#CCOc1nsc(C2CCCCC2)n1. Reaction SMILES: [CH2:16]([C:17]#[C:18][CH3:19])[OH:20].[CH3:1][S:2](=[O:3])(=[O:4])[c:5]1[n:6][s:7][c:8]([CH:10]2[CH2:11][CH2:12][CH2:13][CH2:14][CH2:15]2)[n:9]1.[CH3:23][N:24]([CH3:25])[CH:26]=[O:27].[H-:21].[Na+:22]>>[c:5]1([O:20][CH2:16][C:17]#[C:18][CH3:19])[n:6][s:7][c:8]([CH:10]2[CH2:11][CH2:12][CH2:13][CH2:14][CH2:15]2)[n:9]1.